Dataset: the Open Reaction Database (ORD), a public repository of structured organic reaction records. Task: describe an organic reaction: reactants, conditions, products, and yield As a reaction SMILES: [CH3:17][CH2:18][O:19][C:20]([CH3:21])=[O:22].[CH3:2][CH2:3][OH:4].[F:5][c:6]1[cH:7][cH:8][c:9]([O:10][CH2:11][CH:12]2[O:13][CH2:14]2)[cH:15][cH:16]1.[Na:1]>>[CH3:2][CH2:3][O:4][CH2:14][CH:12]([CH2:11][O:10][c:9]1[cH:8][cH:7][c:6]([F:5])[cH:16][cH:15]1)[OH:13]. The product is CCOCC(O)COc1ccc(F)cc1. The reactants are CCOC(C)=O, CCO, Fc1ccc(OCC2CO2)cc1, [Na]. As a reaction SMILES: [Br:1][C:2]1[CH:9]=[CH:8][C:5]([CH:6]=O)=[CH:4][C:3]=1[CH3:10].[CH2:11]([NH2:16])[CH2:12][CH:13]([CH3:15])[CH3:14].[BH4-].[Na+]>CO>[Br:1][C:2]1[CH:9]=[CH:8][C:5]([CH2:6][NH:16][CH2:11][CH2:12][CH:13]([CH3:15])[CH3:14])=[CH:4][C:3]=1[CH3:10] |f:2.3|. Yield: 99.0%. The product is BrC1=C(C=C(CNCCC(C)C)C=C1)C ((4-Bromo-3-methyl-benzyl)-(3-methyl-butyl)-amine). Run at time 8 hour. Starting materials: C(CC(C)C)N (isoamyl amine), BrC1=C(C=C(C=O)C=C1)C (4-bromo-3-methyl-benzaldehyde), [BH4-].[Na+] (sodium borohydride). Procedure: 4-bromo-3-methyl-benzaldehyde (2a: 10.20 g, 51.2 mmol) was dissolved in methanol (150 ml) before adding isoamyl amine (6.75 g, 77 mmol). After stirring overnight at room temperature, sodium borohydride (5.9 g, 154 mmol) was added. After stirring for 1 hour at room temperature, the reaction was quenched using concentrated (37%) hydrochloric acid and the volatiles were removed with a rotary evaporator under reduced pressure. The resulting residue was made basic with a 2 N aqueous sodium hydroxide ... The solvent is CO (methanol).